This data is from the Open Reaction Database (ORD), a public repository of structured organic reaction records. The task is: describe an organic reaction: reactants, conditions, products, and yield Starting materials: compound, FC1=CC=C2C(=N1)SC(=N2)N (5-fluoro-thiazolo[5,4-b]pyridin-2-yl-amine), ClC1=NC=NC2=CC=C(C=C12)O (4-chloro-6-hydroxy-quinazoline), FCC(CF)O (1,3-difluoro-2-propanol). Yields the product FCC(OC=1C=C2C(=NC=NC2=CC1)NC=1SC2=NC(=CC=C2N1)F)CF ([6-(2-Fluoro-1-fluoromethyl-ethoxy)-quinazolin-4-yl]-(5-fluoro-thiazolo[5,4-b]pyridin-2-yl)-amine). As a reaction SMILES: Cl[C:2]1[C:11]2[C:6](=[CH:7][CH:8]=[C:9]([OH:12])[CH:10]=2)[N:5]=[CH:4][N:3]=1.[F:13][CH2:14][CH:15](O)[CH2:16][F:17].[F:19][C:20]1[N:25]=[C:24]2[S:26][C:27]([NH2:29])=[N:28][C:23]2=[CH:22][CH:21]=1>>[F:13][CH2:14][CH:15]([CH2:16][F:17])[O:12][C:9]1[CH:10]=[C:11]2[C:6](=[CH:7][CH:8]=1)[N:5]=[CH:4][N:3]=[C:2]2[NH:29][C:27]1[S:26][C:24]2[C:23]([N:28]=1)=[CH:22][CH:21]=[C:20]([F:19])[N:25]=2. Procedure: The compound of Example 29 was manufactured by the same method as in Example 22, by a similar method thereto or by a combination of such a method with a conventional method using 4-chloro-6-hydroxy-quinazoline, 1,3-difluoro-2-propanol and 5-fluoro-thiazolo[5,4-b]pyridin-2-yl-amine.